From a dataset of the Open Reaction Database (ORD), a public repository of structured organic reaction records. describe an organic reaction: reactants, conditions, products, and yield Reactants: COC1=CC(=NC(=C1C(=O)N)C)OC (4,6-dimethoxy-2-methyl nicotinamide), C(CCC)[Li] (n-butyl lithium), C1CCOC1 (THF), COC1=CC=C(C#N)C=C1 (4-methoxy benzonitrile), C1CCOC1 (THF). Run at temperature 0 celsius, time 1 hour. The product is COC1=NC=2C=C(NC(C2C(=C1)OC)=O)C1=CC(=C(C(=C1)C)OC)C (2,4-dimethoxy-7-(4-methoxy-3,5-dimethylphenyl)-1,6-naphthyridin-5(6H)-one). Yield: 12.0%. As a reaction SMILES: [CH3:1][O:2][C:3]1[C:8]([C:9]([NH2:11])=[O:10])=[C:7]([CH3:12])[N:6]=[C:5]([O:13][CH3:14])[CH:4]=1.C([Li])CCC.CO[C:22]1C=[CH:28][C:25]([C:26]#N)=[CH:24][CH:23]=1.[CH2:30]1[CH2:34][O:33][CH2:32][CH2:31]1>>[CH3:14][O:13][C:5]1[CH:4]=[C:3]([O:2][CH3:1])[C:8]2[C:9](=[O:10])[NH:11][C:28]([C:25]3[CH:24]=[C:23]([CH3:22])[C:34]([O:33][CH3:32])=[C:30]([CH3:31])[CH:26]=3)=[CH:12][C:7]=2[N:6]=1. Reported procedure: To a solution of 4,6-dimethoxy-2-methyl nicotinamide (2.0 g, 10.2 mmol) in THF (80 mL), n-butyl lithium (19.12 mL, 30.6 mmol, 1.6 M solution in hexane) was added slowly under nitrogen at −78° C. After completion of addition the mixture was stirred for 1 h at 0° C. Then cooled to −78° C. and a solution of 4-methoxy benzonitrile (1.65 g, 10.2 mmol) in THF (10 mL) was added quickly. The cooling bath was removed and the reaction mixture was allowed to warm to room temperature and stirred for 16 h at... Procedure details: A mixture of 92 mg (S)-2-{4-[4-(1-acetylamino-ethyl)-phenyl]-piperidin-1-yl}-pyrimidine-5-carboxylic acid (2-amino-phenyl)-amide in 2 mL HOAc is refluxed for 12 h at 110° C. After concentration in vacuo water is added and the precipitate is collected by filtration to yield the desired product. Product: N1C(=NC2=C1C=CC=C2)C=2C=NC(=NC2)N2CCC(CC2)C2=CC=C(C=C2)[C@H](C)NC(C)=O ((S)—N-[1-(4-{1-[5-(1H-Benzoimidazol-2-yl)-pyrimidin-2-yl]-piperidin-4-yl}-phenyl)-ethyl]-acetamide). The solvent is CC(=O)O (HOAc). The reactants are NC1=C(C=CC=C1)NC(=O)C=1C=NC(=NC1)N1CCC(CC1)C1=CC=C(C=C1)[C@H](C)NC(C)=O ((S)-2-{4-[4-(1-acetylamino-ethyl)-phenyl]-piperidin-1-yl}-pyrimidine-5-carboxylic acid (2-amino-phenyl)-amide). Conditions: temperature 110 celsius. Reaction SMILES: [NH2:1][C:2]1[CH:7]=[CH:6][CH:5]=[CH:4][C:3]=1[NH:8][C:9]([C:11]1[CH:12]=[N:13][C:14]([N:17]2[CH2:22][CH2:21][CH:20]([C:23]3[CH:28]=[CH:27][C:26]([C@@H:29]([NH:31][C:32](=[O:34])[CH3:33])[CH3:30])=[CH:25][CH:24]=3)[CH2:19][CH2:18]2)=[N:15][CH:16]=1)=O>CC(O)=O>[NH:8]1[C:3]2[CH:4]=[CH:5][CH:6]=[CH:7][C:2]=2[N:1]=[C:9]1[C:11]1[CH:12]=[N:13][C:14]([N:17]2[CH2:22][CH2:21][CH:20]([C:23]3[CH:28]=[CH:27][C:26]([C@@H:29]([NH:31][C:32](=[O:34])[CH3:33])[CH3:30])=[CH:25][CH:24]=3)[CH2:19][CH2:18]2)=[N:15][CH:16]=1. Reactants: COC(=O)c1cc(Cl)c(OCC2CCCN2C(=O)OC(C)(C)C)c(Cl)c1, ClCCl, O=C(O)C(F)(F)F. Product: COC(=O)c1cc(Cl)c(OCC2CCCN2)c(Cl)c1. As a reaction SMILES: [C:1]([O:2][C:3](=[O:4])[N:8]1[CH:9]([CH2:13][O:14][c:15]2[c:16]([Cl:26])[cH:17][c:18]([C:19](=[O:20])[O:21][CH3:22])[cH:23][c:24]2[Cl:25])[CH2:10][CH2:11][CH2:12]1)([CH3:5])([CH3:6])[CH3:7].[Cl:34][CH2:35][Cl:36].[F:27][C:28]([F:29])([F:30])[C:31]([OH:32])=[O:33]>>[NH:8]1[CH:9]([CH2:13][O:14][c:15]2[c:16]([Cl:26])[cH:17][c:18]([C:19](=[O:20])[O:21][CH3:22])[cH:23][c:24]2[Cl:25])[CH2:10][CH2:11][CH2:12]1. Reactants: CC(=O)O, COCC(=O)Nc1cc(Oc2ccc([N+](=O)[O-])cc2)ccn1, CO, ClCCl. Product: COCC(=O)Nc1cc(Oc2ccc(N)cc2)ccn1. Reaction SMILES: [C:23]([OH:24])(=[O:25])[CH3:26].[CH3:1][O:2][CH2:3][C:4](=[O:5])[NH:6][c:7]1[n:8][cH:9][cH:10][c:11]([O:13][c:14]2[cH:15][cH:16][c:17]([N+:20]([O-:21])=[O:22])[cH:18][cH:19]2)[cH:12]1.[CH3:27][OH:28].[Cl:29][CH2:30][Cl:31]>>[CH3:1][O:2][CH2:3][C:4](=[O:5])[NH:6][c:7]1[n:8][cH:9][cH:10][c:11]([O:13][c:14]2[cH:15][cH:16][c:17]([NH2:20])[cH:18][cH:19]2)[cH:12]1. RXN SMILES: [C:42]([O:43][CH2:44][CH3:45])(=[O:46])[CH3:47].[CH2:1]([c:2]1[cH:3][cH:4][cH:5][cH:6][cH:7]1)[N:8]([C:9]([CH2:10][C:11]([CH3:12])([CH3:13])[CH3:14])=[O:15])[c:16]1[c:17]([CH3:35])[c:18]([CH2:25][c:26]2[cH:27][cH:28][c:29]([CH:32]([CH3:33])[CH3:34])[cH:30][cH:31]2)[c:19]([O:23][CH3:24])[cH:20][c:21]1[CH3:22].[CH3:36][CH2:37][CH2:38][CH2:39][CH2:40][CH3:41]>>[CH2:1]([c:2]1[cH:3][cH:4][cH:5][cH:6][cH:7]1)[N:8]([C:9]([CH2:10][C:11]([CH3:12])([CH3:13])[CH3:14])=[O:15])[c:16]1[c:17]([CH3:35])[c:18]([CH2:25][c:26]2[cH:27][cH:28][c:29]([CH:32]([CH3:33])[CH3:34])[cH:30][cH:31]2)[c:19]([OH:23])[cH:20][c:21]1[CH3:22]. The product is Cc1cc(O)c(Cc2ccc(C(C)C)cc2)c(C)c1N(Cc1ccccc1)C(=O)CC(C)(C)C. Reactants: CCOC(C)=O, COc1cc(C)c(N(Cc2ccccc2)C(=O)CC(C)(C)C)c(C)c1Cc1ccc(C(C)C)cc1, CCCCCC. Reactants: CCN(C(C)C)C(C)C, Cl, O=S(=O)(Cl)c1cccc(I)c1, NCC(N)=O, CN(C)C=O. Yields the product NC(=O)CNS(=O)(=O)c1cccc(I)c1. As a reaction SMILES: [CH:18]([N:19]([CH:20]([CH3:21])[CH3:22])[CH2:23][CH3:24])([CH3:25])[CH3:26].[ClH:12].[I:1][c:2]1[cH:3][c:4]([S:8](=[O:9])(=[O:10])[Cl:11])[cH:5][cH:6][cH:7]1.[NH2:13][CH2:14][C:15](=[O:16])[NH2:17].[O:27]=[CH:28][N:29]([CH3:30])[CH3:31]>>[I:1][c:2]1[cH:3][c:4]([S:8](=[O:9])(=[O:10])[NH:13][CH2:14][C:15](=[O:16])[NH2:17])[cH:5][cH:6][cH:7]1. The product is C=CC=C.C=CC1=CC=CC=C1.[Mg] (Styrene-Butadiene Magnesium). Run at time 3 day. The reactants are two, [Mg] (magnesium), C=CC1=CC=CC=C1 (styrene), ( #1 ), C=CC=C (1,3-butadiene), ( #2 ), C=CC=C (1,3-butadiene), [Mg] (magnesium), [Mg] (magnesium), [Mg] (magnesium), C1CCOC1 (THF). Procedure details: To each of two 10-ounce crown-capped beverage bottles was charged 1 gram of 50-mesh magnesium shavings (41 mM), followed by 30 ml. of THF and 10 ml. styrene (86.5 mM in THF). To one of the bottles (#1), 38.4 grams of 23.6% 1,3-butadiene in hexane (167 mM) were charged. To the other bottle (#2), 43.5 grams of 23.6% 1,3-butadiene in hexane (140 mM) were charged. Bottle #1 was placed in an ultrasound bath to activate the magnesium metal. Bottle #2 was placed in a 65° C. water bath. After three days... Solvent: CCCCCC (hexane), CCCCCC (hexane). RXN SMILES: [Mg:1].[CH2:2]1[CH2:6]O[CH2:4][CH2:3]1.[CH2:7]=[CH:8][C:9]1[CH:14]=[CH:13][CH:12]=[CH:11][CH:10]=1.C=CC=C>CCCCCC>[CH2:6]=[CH:2][CH:3]=[CH2:4].[CH2:7]=[CH:8][C:9]1[CH:14]=[CH:13][CH:12]=[CH:11][CH:10]=1.[Mg:1] |f:5.6.7|. The reactants are O=C([O-])[O-], CCOC(=O)C1CCC(n2cc(I)c3c(N)ncnc32)CC1, N#N, [Na+], [Na+], CN(C)C=O, O, CC1(C)CB(c2ccc3ccc(-c4ccccc4)nc3c2)OC1(C)C, c1ccc(P(c2ccccc2)(c2ccccc2)[Pd](P(c2ccccc2)(c2ccccc2)c2ccccc2)(P(c2ccccc2)(c2ccccc2)c2ccccc2)P(c2ccccc2)(c2ccccc2)c2ccccc2)cc1. The product is CCOC(=O)C1CCC(n2cc(-c3ccc4ccc(-c5ccccc5)nc4c3)c3c(N)ncnc32)CC1. Reaction SMILES: [C:48](=[O:49])([O-:50])[O-:51].[CH2:1]([CH3:2])[O:3][C:4](=[O:5])[CH:6]1[CH2:7][CH2:8][CH:9]([n:12]2[cH:13][c:14]([I:22])[c:15]3[c:16]2[n:17][cH:18][n:19][c:20]3[NH2:21])[CH2:10][CH2:11]1.[N:54]#[N:55].[Na+:52].[Na+:53].[O:56]=[CH:57][N:58]([CH3:59])[CH3:60].[OH2:138].[c:23]1(-[c:29]2[n:30][c:31]3[cH:32][c:33]([B:39]4[O:40][C:41]([CH3:42])([CH3:43])[C:44]([CH3:45])([CH3:46])[CH2:47]4)[cH:34][cH:35][c:36]3[cH:37][cH:38]2)[cH:24][cH:25][cH:26][cH:27][cH:28]1.[cH:61]1[cH:62][cH:63][c:64]([P:65]([Pd:66]([P:67]([c:68]2[cH:69][cH:70][cH:71][cH:72][cH:73]2)([c:74]2[cH:75][cH:76][cH:77][cH:78][cH:79]2)[c:80]2[cH:81][cH:82][cH:83][cH:84][cH:85]2)([P:86]([c:87]2[cH:88][cH:89][cH:90][cH:91][cH:92]2)([c:93]2[cH:94][cH:95][cH:96][cH:97][cH:98]2)[c:99]2[cH:100][cH:101][cH:102][cH:103][cH:104]2)[P:105]([c:106]2[cH:107][cH:108][cH:109][cH:110][cH:111]2)([c:112]2[cH:113][cH:114][cH:115][cH:116][cH:117]2)[c:118]2[cH:119][cH:120][cH:121][cH:122][cH:123]2)([c:124]2[cH:125][cH:126][cH:127][cH:128][cH:129]2)[c:130]2[cH:131][cH:132][cH:133][cH:134][cH:135]2)[cH:136][cH:137]1>>[CH2:1]([CH3:2])[O:3][C:4](=[O:5])[CH:6]1[CH2:7][CH2:8][CH:9]([n:12]2[cH:13][c:14](-[c:33]3[cH:32][c:31]4[n:30][c:29](-[c:23]5[cH:24][cH:25][cH:26][cH:27][cH:28]5)[cH:38][cH:37][c:36]4[cH:35][cH:34]3)[c:15]3[c:16]2[n:17][cH:18][n:19][c:20]3[NH2:21])[CH2:10][CH2:11]1. The reactants are C(C)(=O)OC=1C=C2C(CC(OC2=CC1C(C)(C)C)(COC1=C(C=CC(=C1)[N+](=O)[O-])C)C)=O (6-acetoxy-7-t-butyl-2-methyl-2-(2-methyl-5-nitrophenoxymethyl)chroman-4-one). Reagents/catalysts: [Pd] (palladium-on-carbon). Solvent: C(C)O (ethanol). The product is C(C)(=O)OC=1C=C2C(CC(OC2=CC1C(C)(C)C)(C)COC1=C(C=CC(=C1)N)C)=O (6-Acetoxy-2-(5-amino-2-methylphenoxymethyl)-7-t-butyl-2-methylchroman-4-one). Reaction SMILES: [C:1]([O:4][C:5]1[CH:6]=[C:7]2[C:12](=[CH:13][C:14]=1[C:15]([CH3:18])([CH3:17])[CH3:16])[O:11][C:10]([CH3:31])([CH2:19][O:20][C:21]1[CH:26]=[C:25]([N+:27]([O-])=O)[CH:24]=[CH:23][C:22]=1[CH3:30])[CH2:9][C:8]2=[O:32])(=[O:3])[CH3:2]>[Pd].C(O)C>[C:1]([O:4][C:5]1[CH:6]=[C:7]2[C:12](=[CH:13][C:14]=1[C:15]([CH3:18])([CH3:17])[CH3:16])[O:11][C:10]([CH2:19][O:20][C:21]1[CH:26]=[C:25]([NH2:27])[CH:24]=[CH:23][C:22]=1[CH3:30])([CH3:31])[CH2:9][C:8]2=[O:32])(=[O:3])[CH3:2]. Reported procedure: Following the same procedure as described in Preparation 24, hydrogenation of 7.3 g of 6-acetoxy-7-t-butyl-2-methyl-2-(2-methyl-5-nitrophenoxymethyl)chroman-4-one (prepared as described in Preparation 40) in the presence of 1 g of 10% w/w palladium-on-carbon and 100 ml of ethanol gave the title compound as a slightly red, foamy substance.